Dataset: the Open Reaction Database (ORD), a public repository of structured organic reaction records. Task: describe an organic reaction: reactants, conditions, products, and yield Starting materials: CN1[C@@H](CCC1)COC=1C=C(C=NC1)C1=CC(=NO1)CCCO (3-[5-[5-[(1-methyl-2(S)-pyrrolidinyl)methoxy]-3-pyridyl]-3-isoxazolyl]-1-propanol), C1(=CC=CC=C1)O (phenol), C1=CC=C(C=C1)P(C2=CC=CC=C2)C3=CC=CC=C3 (PPh3), N(=NC(=O)OCC)C(=O)OCC (diethyl azodicarboxylate). Run in C1CCOC1 (THF). Conditions: temperature 0 celsius, time 1 hour. The product is CN1[C@@H](CCC1)COC=1C=NC=C(C1)C1=CC(=NO1)CCCOC1=CC=CC=C1 (3-[(1-methyl-2(S)-pyrrolidinyl)methoxy]-5-[3-(3-phenoxypropyl)-5-isoxazolyl]pyridine). Yield: 154.0%. Reaction SMILES: [CH3:1][N:2]1[CH2:6][CH2:5][CH2:4][C@H:3]1[CH2:7][O:8][C:9]1[CH:10]=[C:11]([C:15]2[O:19][N:18]=[C:17]([CH2:20][CH2:21][CH2:22][OH:23])[CH:16]=2)[CH:12]=[N:13][CH:14]=1.[C:24]1(O)[CH:29]=[CH:28][CH:27]=[CH:26][CH:25]=1.C1C=CC(P(C2C=CC=CC=2)C2C=CC=CC=2)=CC=1.N(C(OCC)=O)=NC(OCC)=O>C1COCC1>[CH3:1][N:2]1[CH2:6][CH2:5][CH2:4][C@H:3]1[CH2:7][O:8][C:9]1[CH:14]=[N:13][CH:12]=[C:11]([C:15]2[O:19][N:18]=[C:17]([CH2:20][CH2:21][CH2:22][O:23][C:24]3[CH:29]=[CH:28][CH:27]=[CH:26][CH:25]=3)[CH:16]=2)[CH:10]=1. Reported procedure: To a solution of 3-[5-[5-[(1-methyl-2(S)-pyrrolidinyl)methoxy]-3-pyridyl]-3-isoxazolyl]-1-propanol (10 mg, 33 μmol), phenol (5 mg, 50 μmol, 1.5 equiv.) and PPh3 (13 mg, 50 μmol, 1.5 equiv.) in anhydrous THF (0.2 mL) was added diethyl azodicarboxylate (DEAD; 8 μL, 50 μmol, 1.5 equiv.) at 0° C. The mixture was stirred for 1 h at 0° C. and then warmed to room temperature. Stirring was continued for 11 h, then the mixture was concentrated in vacuo. The residue was purified by CC on SiO2 with CH2Cl2/... The product is NCc1cncc(Cl)c1COC1CCCCO1. Reactants: C1CCOC1, [N-]=[N+]=NCc1cncc(Cl)c1COC1CCCCO1, O, c1ccc(P(c2ccccc2)c2ccccc2)cc1. Reaction SMILES: [CH2:39]1[O:40][CH2:41][CH2:42][CH2:43]1.[N:1](=[N+:2]=[N-:3])[CH2:4][c:5]1[cH:6][n:7][cH:8][c:9]([Cl:19])[c:10]1[CH2:11][O:12][CH:13]1[O:14][CH2:15][CH2:16][CH2:17][CH2:18]1.[OH2:44].[c:20]1([P:21]([c:22]2[cH:23][cH:24][cH:25][cH:26][cH:27]2)[c:28]2[cH:29][cH:30][cH:31][cH:32][cH:33]2)[cH:34][cH:35][cH:36][cH:37][cH:38]1>>[NH2:1][CH2:4][c:5]1[cH:6][n:7][cH:8][c:9]([Cl:19])[c:10]1[CH2:11][O:12][CH:13]1[O:14][CH2:15][CH2:16][CH2:17][CH2:18]1. Reactants: COC(=O)[C@@H]1OC(O[C@H]1C(=O)OC)(C1=CC=C(C=C1)CC(C)C)CC (2-ethyl-2-[4-(2-methylpropyl)-phenyl]-1,3-dioxolane-4(R),5(R)-dicarboxylic acid dimethylester), Br (hydrobromic acid), BrBr (bromine). Solvent: ClCCCl (1,2-dichloroethane), ClCCCl (1,2-dichloroethane). Product: COC(=O)[C@@H]1OC(O[C@H]1C(=O)OC)(C1=CC=C(C=C1)CC(C)C)C(C)Br (2-(1-bromoethyl)-2-[4-(2-methylpropyl)-phenyl]-1,3-dioxolane-4(R),5(R)-dicarboxylic acid dimethyl ester). As a reaction SMILES: [CH3:1][O:2][C:3]([C@H:5]1[C@H:9]([C:10]([O:12][CH3:13])=[O:11])[O:8][C:7]([CH2:24][CH3:25])([C:14]2[CH:19]=[CH:18][C:17]([CH2:20][CH:21]([CH3:23])[CH3:22])=[CH:16][CH:15]=2)[O:6]1)=[O:4].[BrH:26].BrBr>ClCCCl>[CH3:1][O:2][C:3]([C@H:5]1[C@H:9]([C:10]([O:12][CH3:13])=[O:11])[O:8][C:7]([CH:24]([Br:26])[CH3:25])([C:14]2[CH:15]=[CH:16][C:17]([CH2:20][CH:21]([CH3:22])[CH3:23])=[CH:18][CH:19]=2)[O:6]1)=[O:4]. Procedure: To a solution in 1,2-dichloroethane (70 ml) of 2-ethyl-2-[4-(2-methylpropyl)-phenyl]-1,3-dioxolane-4(R),5(R)-dicarboxylic acid dimethylester (7.0 g; 20 mmoles obtained according to ex. 29), deoxygenated and added with hydrobromic acid (0.324 g; 4 mmoles), it is added dropwise in 1 h under inert atmosphere at +15° C., a solution of bromine (3.20 g; 20 mmoles) in 1,2-dichloroethane (7.0 ml) previously deoxygenated.